From a dataset of the Open Reaction Database (ORD), a public repository of structured organic reaction records. describe an organic reaction: reactants, conditions, products, and yield Starting materials: COC(CC(=O)C)=O (Methylacetoacetate), [H-].[Na+] (NaH), [Li]CCCC (BuLi), hexanes, C(C1=CC=CC=C1)OC1=CC=C(C=C1)CCC(=O)C1CCCC1 (3-(4-Benzyloxyphenyl)-1-cyclopentylpropan-1-one). The solvent is C1CCOC1 (THF), C1CCOC1 (THF). Reaction conditions: temperature 0 celsius, time 20 minute. Yields the product C(C1=CC=CC=C1)OC1=CC=C(C=C1)CCC1(CC(CC(O1)=O)=O)C1CCCC1 (6-[2-(4-Benzyloxyphenyl)ethyl]-6-cyclopentyldihydropyran-2,4-dione). The yield is 52.0%. Reaction SMILES: C[O:2][C:3](=O)[CH2:4][C:5]([CH3:7])=[O:6].[H-].[Na+].[Li]CCCC.[CH2:16]([O:23][C:24]1[CH:29]=[CH:28][C:27]([CH2:30][CH2:31][C:32]([CH:34]2[CH2:38][CH2:37][CH2:36][CH2:35]2)=[O:33])=[CH:26][CH:25]=1)[C:17]1[CH:22]=[CH:21][CH:20]=[CH:19][CH:18]=1>C1COCC1>[CH2:16]([O:23][C:24]1[CH:25]=[CH:26][C:27]([CH2:30][CH2:31][C:32]2([CH:34]3[CH2:35][CH2:36][CH2:37][CH2:38]3)[O:33][C:3](=[O:2])[CH2:4][C:5](=[O:6])[CH2:7]2)=[CH:28][CH:29]=1)[C:17]1[CH:18]=[CH:19][CH:20]=[CH:21][CH:22]=1 |f:1.2|. Reported procedure: Methylacetoacetate (1.63 mL, 15.1 mmol) was dissolved in dry THF (42 mL) and cooled to 0° C. NaH (60% in mineral oil, 0.604 g, 15.1 mmol) were carefully added and the reaction mixture was stirred for 20 min. A solution of BuLi in hexanes (1.6 M, 9.44 mL, 15.1 mmol) was added dropwise and the resulting mixture was stirred an additional 20 min. A solution of 3-(4-benzyloxyphenyl)-1-cyclopentylpropan-1-one (2.33 g, 7.55 mmol) from Step 5 above in THF (37 mL) was added dropwise. After stirring 1 h, ... Reactants: Cc1c(C(=O)OCc2ccccc2)cccc1[N+](=O)[O-], CC(=O)O, [Fe]. Product: Cc1c(N)cccc1C(=O)OCc1ccccc1. Reaction SMILES: [CH3:1][c:2]1[c:3]([C:4](=[O:5])[O:6][CH2:7][c:8]2[cH:9][cH:10][cH:11][cH:12][cH:13]2)[cH:14][cH:15][cH:16][c:17]1[N+:18]([O-:19])=[O:20].[CH3:22][C:23](=[O:24])[OH:25].[Fe:21]>>[CH3:1][c:2]1[c:3]([C:4](=[O:5])[O:6][CH2:7][c:8]2[cH:9][cH:10][cH:11][cH:12][cH:13]2)[cH:14][cH:15][cH:16][c:17]1[NH2:18]. Reactants: CC(=O)C (acetone), ClCCl (dichloromethane), [Si](C)(C)(C(C)(C)C)OC1=CC=C(C=C1)C1(C(CSC2=CC(=CC=C12)OCOC)(C)C1=CC=C(C=C1)OCOC)O (4-(4-t-butyldimethylsilyloxyphenyl)-4-hydroxy-7-methoxymethyloxy-3-[4-(methoxymethyloxy)phenyl]-3-methylthiochroman), C(#N)[BH3-].[Na+] (sodium cyanoborohydride). Reagents/catalysts: [I-].[Zn+2].[I-] (zinc iodide). The solvent is O (water). Conditions: time 2 hour. Yields the product [Si](C)(C)(C(C)(C)C)OC1=CC=C(C=C1)C1C(CSC2=CC(=CC=C12)OCOC)(C)C1=CC=C(C=C1)OCOC ((3RS, 4RS)-4-(4-t-butyldimethylsilyloxyphenyl)-7-methoxymethyloxy-3-[4-(methoxymethyloxy)phenyl]-3-methylthiochroman). Yield: 70.8%. As a reaction SMILES: ClCCl.[Si:4]([O:11][C:12]1[CH:17]=[CH:16][C:15]([C:18]2(O)[C:27]3[C:22](=[CH:23][C:24]([O:28][CH2:29][O:30][CH3:31])=[CH:25][CH:26]=3)[S:21][CH2:20][C:19]2([C:33]2[CH:38]=[CH:37][C:36]([O:39][CH2:40][O:41][CH3:42])=[CH:35][CH:34]=2)[CH3:32])=[CH:14][CH:13]=1)([C:7]([CH3:10])([CH3:9])[CH3:8])([CH3:6])[CH3:5].C([BH3-])#N.[Na+].CC(C)=O>[I-].[Zn+2].[I-].O>[Si:4]([O:11][C:12]1[CH:13]=[CH:14][C:15]([CH:18]2[C:27]3[C:22](=[CH:23][C:24]([O:28][CH2:29][O:30][CH3:31])=[CH:25][CH:26]=3)[S:21][CH2:20][C:19]2([C:33]2[CH:38]=[CH:37][C:36]([O:39][CH2:40][O:41][CH3:42])=[CH:35][CH:34]=2)[CH3:32])=[CH:16][CH:17]=1)([C:7]([CH3:10])([CH3:9])[CH3:8])([CH3:5])[CH3:6] |f:2.3,5.6.7|. Procedure details: To dichloromethane solution (30 ml) of 4-(4-t-butyldimethylsilyloxyphenyl)-4-hydroxy-7-methoxymethyloxy-3-[4-(methoxymethyloxy)phenyl]-3-methylthiochroman (1.134 g, 1.95 mmol) were added zinc iodide (1.367 g, 4.9 mmol) and sodium cyanoborohydride (797 mg, 12.7 mmol), and the resulting mixture was stirred for 2 hours at room temperature. After adding acetone (5 ml) and water, the reaction solution was extracted with dichloromethane and the organic layer was washed with saturated saline, dried ove... Starting materials: C1CCOC1, NC1CC1, CC(C)Oc1nc2cc(Cl)c(Cl)cc2n1C1OC(C)C(O)C1O. Product: CC1OC(n2c(NC3CC3)nc3cc(Cl)c(Cl)cc32)C(O)C1O. As a reaction SMILES: [CH2:28]1[O:29][CH2:30][CH2:31][CH2:32]1.[CH:24]1([NH2:27])[CH2:25][CH2:26]1.[Cl:1][c:2]1[cH:3][c:4]2[c:5]([n:6]([CH:13]3[CH:14]([OH:15])[CH:16]([OH:17])[CH:18]([CH3:20])[O:19]3)[c:7]([O:9][CH:10]([CH3:11])[CH3:12])[n:8]2)[cH:21][c:22]1[Cl:23]>>[Cl:1][c:2]1[cH:3][c:4]2[c:5]([n:6]([CH:13]3[CH:14]([OH:15])[CH:16]([OH:17])[CH:18]([CH3:20])[O:19]3)[c:7]([NH:27][CH:24]3[CH2:25][CH2:26]3)[n:8]2)[cH:21][c:22]1[Cl:23].